Dataset: the Open Reaction Database (ORD), a public repository of structured organic reaction records. Task: describe an organic reaction: reactants, conditions, products, and yield Reactants: C(C=C)N(C)CCCCCC=1C=C2CCNC2=CC1 (Allyl-[5-(2,3-dihydro-1H-indol-5-yl)-pentyl]-methyl-amine), ClC1=CC=C(C=C1)OC(=S)Cl (chlorothio-formicacid-O-(4-chlorophenyl)-ester). Run in O1CCOCC1 (dioxane). Conditions: time 15 minute. Product: ClC1=CC=C(C=C1)OC(=S)N1CCC2=CC(=CC=C12)CCCCCN(C)CC=C (5-[5-(Allyl-methyl-amino)-pentyl]-2,3-dihydro-indole-1-carbothioic acid O-(4-chloro-phenyl)ester). The yield is 42.9%. Reaction SMILES: [CH2:1]([N:4]([CH2:6][CH2:7][CH2:8][CH2:9][CH2:10][C:11]1[CH:12]=[C:13]2[C:17](=[CH:18][CH:19]=1)[NH:16][CH2:15][CH2:14]2)[CH3:5])[CH:2]=[CH2:3].[Cl:20][C:21]1[CH:26]=[CH:25][C:24]([O:27][C:28](Cl)=[S:29])=[CH:23][CH:22]=1>O1CCOCC1>[Cl:20][C:21]1[CH:26]=[CH:25][C:24]([O:27][C:28]([N:16]2[C:17]3[C:13](=[CH:12][C:11]([CH2:10][CH2:9][CH2:8][CH2:7][CH2:6][N:4]([CH2:1][CH:2]=[CH2:3])[CH3:5])=[CH:19][CH:18]=3)[CH2:14][CH2:15]2)=[S:29])=[CH:23][CH:22]=1. Procedure details: 130 mg (0.5 mmol) Allyl-[5-(2,3-dihydro-1H-indol-5-yl)-pentyl]-methyl-amine in 0.5 ml dioxane were treated with 0.072 ml (0.5 mmol) chlorothio-formicacid-O-(4-chlorophenyl)-ester at 15° C. The mixture was stirred for 15 min, concentrated and purified by column chromatography on silica gel with a gradient of CH2Cl2MeOH 99:1 to 97:3 to yield 92 mg 5-[5-(Allyl-methyl-amino)-pentyl]-2,3-dihydro-indole-1-carbothioic acid O-(4-chloro-phenyl)ester as colorless oil. The corresponding acetic acid salt wa...